This data is from the Open Reaction Database (ORD), a public repository of structured organic reaction records. The task is: describe an organic reaction: reactants, conditions, products, and yield Reported procedure: This compound was prepared from 6-methoxy-8-(4-methyl-piperazin-1-yl)-4-oxo-4H-chromene-2-carboxylic acid (4-piperazin-1-yl-phenyl)-amide (Example 43) and commercially available dimethylcarbamyl chloride (Aldrich) via the parallel synthesis described above. MS−base peak at m/z=549 by positive ion CI Yields the product CN(C(=O)N1CCN(CC1)C1=CC=C(C=C1)NC(=O)C=1OC2=C(C=C(C=C2C(C1)=O)OC)N1CCN(CC1)C)C (4-[4-({1-[6-Methoxy-8-(4-methyl-piperazin-1-yl)-4-oxo-4H-chromen-2-yl]-methanoyl}-amino)-phenyl]-piperazine-1-carboxylic acid dimethylamide). The reactants are N1(CCNCC1)C1=CC=C(C=C1)NC(=O)C=1OC2=C(C=C(C=C2C(C1)=O)OC)N1CCN(CC1)C (6-Methoxy-8-(4-methyl-piperazin-1-yl)-4-oxo-4H-chromene-2-carboxylic acid (4-piperazin-1-yl-phenyl)-amide), CN(C(=O)Cl)C (dimethylcarbamyl chloride). As a reaction SMILES: [N:1]1([C:7]2[CH:12]=[CH:11][C:10]([NH:13][C:14]([C:16]3[O:17][C:18]4[C:23]([C:24](=[O:26])[CH:25]=3)=[CH:22][C:21]([O:27][CH3:28])=[CH:20][C:19]=4[N:29]3[CH2:34][CH2:33][N:32]([CH3:35])[CH2:31][CH2:30]3)=[O:15])=[CH:9][CH:8]=2)[CH2:6][CH2:5][NH:4][CH2:3][CH2:2]1.[CH3:36][N:37]([CH3:41])[C:38](Cl)=[O:39]>>[CH3:36][N:37]([CH3:41])[C:38]([N:4]1[CH2:5][CH2:6][N:1]([C:7]2[CH:8]=[CH:9][C:10]([NH:13][C:14]([C:16]3[O:17][C:18]4[C:23]([C:24](=[O:26])[CH:25]=3)=[CH:22][C:21]([O:27][CH3:28])=[CH:20][C:19]=4[N:29]3[CH2:30][CH2:31][N:32]([CH3:35])[CH2:33][CH2:34]3)=[O:15])=[CH:11][CH:12]=2)[CH2:2][CH2:3]1)=[O:39]. Run in CC(C)O (isopropyl alcohol), CC(C)O (isopropylalcohol). The reagents and catalysts are O=C(O)C(F)(F)F (trifluoroacetic acid). Reaction conditions: temperature 22 celsius, time 20 hour. RXN SMILES: CC1=CC=C(N)N=C1.[C-]#[N+]C1CCCCC1.CC1=CC(OCCN2CCOCC2)=C(C=O)C(C)=C1>>CC1=CN2C(C=C1)=NC(=C2NC1CCCCC1)C1=C(C)C=C(C)C=C1OCCN1CCOCC1. Isolated yield 11.5%. The reactants are Cc1cc(C)c(C=O)c(c1)OCCN1CCOCC1, CC1=CN=C(C=C1)N, [C-]#[N+]C1CCCCC1. Product: Cc1cc(C)c(c(c1)OCCN1CCOCC1)c1c(NC2CCCCC2)n2cc(C)ccc2n1. Starting materials: CO, CCC=O, Cl, [H][H], COC(=O)C1CCCN1. Yields the product CCCN1CCCC1C(=O)OC. RXN SMILES: [CH3:17][OH:18].[CH:11]([CH2:12][CH3:13])=[O:14].[ClH:1].[H:15][H:16].[NH:2]1[CH:3]([C:7](=[O:8])[O:9][CH3:10])[CH2:4][CH2:5][CH2:6]1>>[N:2]1([CH2:11][CH2:12][CH3:13])[CH:3]([C:7](=[O:8])[O:9][CH3:10])[CH2:4][CH2:5][CH2:6]1. Reactants: C([O-])(O)=O.[Na+] (sodium bicarbonate), BrC=1C=C(C=CC1)NC1=NC=NC2=CC=C(C=C12)N (N-(3-bromophenyl)-4,6-quinazolindiamine), C(C)(C)N(C)C(C)C (diisopropyl methylamine), [Cl-] (chloride). Run in [Cl-].[Na+].O (brine), O1CCCC1 (tetrahydrofuran). Yields the product BrC=1C=C(C=CC1)NC1=NC=NC2=CC=C(C=C12)NC(\C=C\Cl)=O (N-[4-[(3-bromophenyl)amino]-6-quinazolinyl]-3(E)-chloro-2-propenamide). Reaction SMILES: [Br:1][C:2]1[CH:3]=[C:4]([NH:8][C:9]2[C:18]3[C:13](=[CH:14][CH:15]=[C:16]([NH2:19])[CH:17]=3)[N:12]=[CH:11][N:10]=2)[CH:5]=[CH:6][CH:7]=1.C(N([CH:25]([CH3:27])C)C)(C)C.[Cl-:28].[C:29](=[O:32])(O)[O-].[Na+]>O1CCCC1.[Cl-].[Na+].O>[Br:1][C:2]1[CH:3]=[C:4]([NH:8][C:9]2[C:18]3[C:13](=[CH:14][CH:15]=[C:16]([NH:19][C:29](=[O:32])/[CH:27]=[CH:25]/[Cl:28])[CH:17]=3)[N:12]=[CH:11][N:10]=2)[CH:5]=[CH:6][CH:7]=1 |f:3.4,6.7.8|. Reported procedure: A solution of 2.2 g of N-(3-bromophenyl)-4,6-quinazolindiamine and 1.13 g of diisopropyl methylamine in 25 mL of tetrahydrofuran was cooled in an ice bath as 1.0 g of 3-cis-chloroacryoyl chloride was added over 5 min. After stirring and cooling for 30 min and stirring at room temperature for another 30 min, the mixture was poured into a mixture of brine and saturated sodium bicarbonate. The mixture was extracted with ethyl acetate. The organic layer was dried over magnesium sulfate and the solve...